This data is from the Open Reaction Database (ORD), a public repository of structured organic reaction records. The task is: describe an organic reaction: reactants, conditions, products, and yield Starting materials: C(C)(C)(C)OC(C(=O)OC)C1=C(C(=NN1C)C=1SC=CN1)C=1C=CC2=C(CCCO2)C1 (methyl 2-(tert-butoxy)-2-[4-(3,4-dihydro-2H-1-benzopyran-6-yl)-1-methyl-3-(1,3-thiazol-2-yl)-1H-pyrazol-5-yl]acetate), [OH-].[K+] (potassium hydroxide). Run in C(C)O (ethanol), O (water). Yields the product C(C)(C)(C)OC(C(=O)O)C1=C(C(=NN1C)C=1SC=CN1)C=1C=CC2=C(CCCO2)C1 (2-(tert-butoxy)-2-[4-(3,4-dihydro-2H-1-benzopyran-6-yl)-1-methyl-3-(1,3-thiazol-2-yl)-1H-pyrazol-5-yl]acetic acid). Procedure: A mixture of methyl 2-(tert-butoxy)-2-[4-(3,4-dihydro-2H-1-benzopyran-6-yl)-1-methyl-3-(1,3-thiazol-2-yl)-1H-pyrazol-5-yl]acetate (8h) (50 mg, 0.11 mmol) and potassium hydroxide (55 mg, 0.45 mmol) in a mixture of ethanol (1.0 mL) and water (1.0 mL) was refluxed overnight. The mixture was concentrated in vacuo. Water (2 mL) was added to the residue and the aqueous layer was washed with ethyl acetate (2 mL), acidified with 1M hydrochloric acid until pH 3 and extracted with ethyl acetate (2×3 mL). ... The yield is 90.9%. Reaction SMILES: [C:1]([O:5][CH:6]([C:11]1[N:15]([CH3:16])[N:14]=[C:13]([C:17]2[S:18][CH:19]=[CH:20][N:21]=2)[C:12]=1[C:22]1[CH:23]=[CH:24][C:25]2[O:30][CH2:29][CH2:28][CH2:27][C:26]=2[CH:31]=1)[C:7]([O:9]C)=[O:8])([CH3:4])([CH3:3])[CH3:2].[OH-].[K+]>C(O)C.O>[C:1]([O:5][CH:6]([C:11]1[N:15]([CH3:16])[N:14]=[C:13]([C:17]2[S:18][CH:19]=[CH:20][N:21]=2)[C:12]=1[C:22]1[CH:23]=[CH:24][C:25]2[O:30][CH2:29][CH2:28][CH2:27][C:26]=2[CH:31]=1)[C:7]([OH:9])=[O:8])([CH3:4])([CH3:2])[CH3:3] |f:1.2|. Reactants: BrC1=C(C2=CN(N=C2C=C1)CC)C(=O)OC (methyl 5-bromo-2-ethyl-2H-indazole-4-carboxylate), [H-].[Al+3].[Li+].[H-].[H-].[H-] (lithium aluminum hydride), O.O.O.O.O.O.O.O.O.O.S(=O)(=O)([O-])[O-].[Na+].[Na+] (Sodium sulfate decahydrate). The solvent is O1CCCC1 (tetrahydrofuran), O1CCCC1 (tetrahydrofuran). Conditions: time 50 hour. Yields the product C(C)N1N=C2C=CC=C(C2=C1)CO ((2-ethyl-2H-indazol-4-yl)methanol). Isolated yield 90.2%. As a reaction SMILES: [H-].[Al+3].[Li+].[H-].[H-].[H-].Br[C:8]1[CH:16]=[CH:15][C:14]2[C:10](=[CH:11][N:12]([CH2:17][CH3:18])[N:13]=2)[C:9]=1[C:19](OC)=[O:20].O.O.O.O.O.O.O.O.O.O.S([O-])([O-])(=O)=O.[Na+].[Na+]>O1CCCC1>[CH2:17]([N:12]1[CH:11]=[C:10]2[C:14]([CH:15]=[CH:16][CH:8]=[C:9]2[CH2:19][OH:20])=[N:13]1)[CH3:18] |f:0.1.2.3.4.5,7.8.9.10.11.12.13.14.15.16.17.18.19|. Procedure details: To a suspension of lithium aluminum hydride (1.09 g, 28.7 mmol) in tetrahydrofuran (60 mL) was added a solution of methyl 5-bromo-2-ethyl-2H-indazole-4-carboxylate (2.03 g, 7.17 mmol) in tetrahydrofuran (15 mL) under nitrogen atmosphere at 0° C., and the mixture was stirred at room temperature for 50 hr. Sodium sulfate decahydrate (10 g) was added under ice-cooling, and the mixture was filtered through celite. The filtrate was concentrated under reduced pressure and purified by silica gel column... RXN SMILES: Cl.[NH:2]1[CH2:10][CH2:9][CH2:8][C@@H:3]1[CH2:4][C:5]([OH:7])=[O:6].S(Cl)([Cl:13])=O.[CH3:15]O>>[ClH:13].[CH3:15][O:6][C:5](=[O:7])[CH2:4][C@H:3]1[CH2:8][CH2:9][CH2:10][NH:2]1 |f:0.1,4.5|. Procedure details: To a solution of 2.0 g (0.012 mole) of D-beta-homoproline hydrochloride in 20 mL of methanol was added slowly 1.8 mL (0.024 mole) of thionyl chloride at 0 degrees. The mixture was stirred overnight, then concentrated under reduced pressure. The solid was slurried in ether, and collected by filtration to give 2.2 g of (2R)-pyrrolidin-2-yl-acetic acid methyl ester hydrochloride as a white solid. A solution of 2.2 g (0.012 mole) of (2R)-pyrrolidin-2-yl-acetic acid methyl ester hydrochloride in 3 mL... Conditions: time 8 hour. Product: Cl.COC(C[C@@H]1NCCC1)=O ((2R)-pyrrolidin-2-yl-acetic acid methyl ester hydrochloride). The reactants are Cl.N1[C@@H](CC(=O)O)CCC1 (D-beta-homoproline hydrochloride), S(=O)(Cl)Cl (thionyl chloride), CO (methanol). The reactants are NC1=C2C(N(C(C2=CC=C1)=O)CC(=O)O[C@@H](CC1=C(C=[N+](C=C1Cl)[O-])Cl)C1=CC(=C(C=C1)OC(F)F)OCC1CC1)=O ((S)-4-(2-(2-(4-amino-1,3-dioxoisoindolin-2-yl)acetoxy)-2-(3-(cyclopropylmethoxy)-4 (difluoromethoxy)phenyl)ethyl)-3,5-dichloropyridine 1-oxide), COCC(=O)Cl (2-methoxyacetyl chloride). Reagents/catalysts: CN(C)C=1C=CN=CC1 (DMAP). Run in CN(C)C=O (DMF). Run at temperature 0 celsius, time 2 hour. The product is ClC=1C=[N+](C=C(C1C[C@H](OC(CN1C(C2=CC=CC(=C2C1=O)NC(COC)=O)=O)=O)C1=CC(=C(C=C1)OC(F)F)OCC1CC1)Cl)[O-] ((S)-3,5-dichloro-4-(2-(3-(cyclopropylmethoxy)-4-(difluoromethoxy)phenyl)-2-(2-(4-(2-methoxyacetamido)-1,3-dioxoisoindolin-2-yl)acetoxy)ethyl)pyridine 1-oxide). The yield is 67.5%. As a reaction SMILES: [NH2:1][C:2]1[CH:10]=[CH:9][CH:8]=[C:7]2[C:3]=1[C:4](=[O:42])[N:5]([CH2:12][C:13]([O:15][C@H:16]([C:27]1[CH:32]=[CH:31][C:30]([O:33][CH:34]([F:36])[F:35])=[C:29]([O:37][CH2:38][CH:39]3[CH2:41][CH2:40]3)[CH:28]=1)[CH2:17][C:18]1[C:23]([Cl:24])=[CH:22][N+:21]([O-:25])=[CH:20][C:19]=1[Cl:26])=[O:14])[C:6]2=[O:11].[CH3:43][O:44][CH2:45][C:46](Cl)=[O:47]>CN(C=O)C.CN(C1C=CN=CC=1)C>[Cl:24][C:23]1[CH:22]=[N+:21]([O-:25])[CH:20]=[C:19]([Cl:26])[C:18]=1[CH2:17][C@@H:16]([C:27]1[CH:32]=[CH:31][C:30]([O:33][CH:34]([F:35])[F:36])=[C:29]([O:37][CH2:38][CH:39]2[CH2:40][CH2:41]2)[CH:28]=1)[O:15][C:13](=[O:14])[CH2:12][N:5]1[C:4](=[O:42])[C:3]2[C:7](=[CH:8][CH:9]=[CH:10][C:2]=2[NH:1][C:46](=[O:47])[CH2:45][O:44][CH3:43])[C:6]1=[O:11]. Reported procedure: (S)-4-(2-(2-(4-amino-1,3-dioxoisoindolin-2-yl)acetoxy)-2-(3-(cyclopropylmethoxy)-4 (difluoromethoxy)phenyl)ethyl)-3,5-dichloropyridine 1-oxide (20.0 mg; 0.032 mmol) was dissolved in DMF (2 ml) and cooled down to 0° C. in a ice bath. 2-methoxyacetyl chloride (20.0 mg; 0.184 mmol) and DMAP (0.048 mmol; 5.89 mg) were added to the reaction solution that was stirred a 0° C. for 2 hours. After that time, the reaction was quenched with aqueous HCl (1M) (20 ml) and extracted with EtOAc (20 ml). The orga... The reactants are C(CCCCCCCCCCC)(=O)O[C@@H](CSC[C@@H](C(NCCCCCNC(OCC1C2=CC=CC=C2C=2C=CC=CC12)=O)=O)NC(=O)OCC1C2=CC=CC=C2C=2C=CC=CC12)COC(CCCCCCCCCCC)=O ((12R,16R)-12-(((9H-fluoren-9-yl)methoxy)carbonylamino)-1-(9H-fluoren-9-yl)-3,11-dioxo-2-oxa-14-thia-4,10-diazaheptadecane-16,17-diyl didodecanoate), N1CCCCC1 (Piperidine). Run in C(C)#N (acetonitrile). Reaction conditions: time 30 minute. Product: C(CCCCCCCCCCC)(=O)OC[C@H](CSC[C@@H](C(=O)NCCCCCN)N)OC(CCCCCCCCCCC)=O ((R)-3-((R)-2-amino-3-(5-aminopentylamino)-3-oxopropylthio)propane-1,2-diyl didodecanoate). As a reaction SMILES: [C:1]([O:14][C@H:15]([CH2:64][O:65][C:66](=[O:78])[CH2:67][CH2:68][CH2:69][CH2:70][CH2:71][CH2:72][CH2:73][CH2:74][CH2:75][CH2:76][CH3:77])[CH2:16][S:17][CH2:18][C@H:19]([NH:46]C(OCC1C2C=CC=CC=2C2C1=CC=CC=2)=O)[C:20](=[O:45])[NH:21][CH2:22][CH2:23][CH2:24][CH2:25][CH2:26][NH:27]C(=O)OCC1C2C=CC=CC=2C2C1=CC=CC=2)(=[O:13])[CH2:2][CH2:3][CH2:4][CH2:5][CH2:6][CH2:7][CH2:8][CH2:9][CH2:10][CH2:11][CH3:12].N1CCCCC1>C(#N)C>[C:66]([O:65][CH2:64][C@@H:15]([O:14][C:1](=[O:13])[CH2:2][CH2:3][CH2:4][CH2:5][CH2:6][CH2:7][CH2:8][CH2:9][CH2:10][CH2:11][CH3:12])[CH2:16][S:17][CH2:18][C@H:19]([NH2:46])[C:20]([NH:21][CH2:22][CH2:23][CH2:24][CH2:25][CH2:26][NH2:27])=[O:45])(=[O:78])[CH2:67][CH2:68][CH2:69][CH2:70][CH2:71][CH2:72][CH2:73][CH2:74][CH2:75][CH2:76][CH3:77]. Reported procedure: A solution of (12R,16R)-12-(((9H-fluoren-9-yl)methoxy)carbonylamino)-1-(9H-fluoren-9-yl)-3,11-dioxo-2-oxa-14-thia-4,10-diazaheptadecane-16,17-diyl didodecanoate in acetonitrile (0.1M) was stirred at room temperature. Piperidine (final conc. 20%) was then added and the reaction stirred for 30 minutes. After concentration, the product was purified by flash chromatography on an ISCO COMBIFLASH® system using a 0-20% MeOH (1% NH3)/DCM gradient to give (R)-3-((R)-2-amino-3-(5-aminopentylamino)-3-oxopr...